This data is from the Open Reaction Database (ORD), a public repository of structured organic reaction records. The task is: describe an organic reaction: reactants, conditions, products, and yield The reactants are F[B-](F)(F)F, CN1CCOCC1, CO, NCC1CC2CCC1C2, ClCCl, CN(C)C=O, O=C(O)c1cccnc1S, CN(C)C(On1nnc2ccccc21)=[N+](C)C. The product is O=C(NCC1CC2CCC1C2)c1cccnc1S. As a reaction SMILES: [B-:1]([F:2])([F:3])([F:4])[F:5].[CH3:23][N:24]1[CH2:25][CH2:26][O:27][CH2:28][CH2:29]1.[CH3:57][OH:58].[CH:40]12[CH:41]([CH2:47][NH2:48])[CH2:42][CH:43]([CH2:44][CH2:45]1)[CH2:46]2.[Cl:54][CH2:55][Cl:56].[O:49]=[CH:50][N:51]([CH3:52])[CH3:53].[SH:30][c:31]1[c:32]([C:33](=[O:34])[OH:35])[cH:36][cH:37][cH:38][n:39]1.[n:6]1([O:7][C:8]([N:9]([CH3:10])[CH3:11])=[N+:12]([CH3:13])[CH3:14])[c:15]2[cH:16][cH:17][cH:18][cH:19][c:20]2[n:21][n:22]1>>[SH:30][c:31]1[c:32]([C:33](=[O:35])[NH:48][CH2:47][CH:41]2[CH:40]3[CH2:45][CH2:44][CH:43]([CH2:42]2)[CH2:46]3)[cH:36][cH:37][cH:38][n:39]1. Reactants: F[C@@](C(=O)O)(C)C1=CC=C(C=C1)OS(=O)(=O)C(F)(F)F ((2S)-2-fluoro-2-(4-{[(trifluoromethyl)sulfonyl]oxy}phenyl)propanoic acid), Cl.CNO (N-methylhydroxylamine hydrochloride). Yields the product FC(S(=O)(=O)OC1=CC=C(C=C1)[C@](C(=O)N(C)O)(C)F)(F)F (4-[(1S)-1-fluoro-2-[hydroxyl(methyl)amino]-1-methyl-2-oxoethyl}phenyl trifluoromethane sulfonate), oil. The yield is 63.0%. Reaction SMILES: [F:1][C@:2]([C:7]1[CH:12]=[CH:11][C:10]([O:13][S:14]([C:17]([F:20])([F:19])[F:18])(=[O:16])=[O:15])=[CH:9][CH:8]=1)([CH3:6])[C:3](O)=[O:4].Cl.[CH3:22][NH:23][OH:24]>>[F:18][C:17]([F:20])([F:19])[S:14]([O:13][C:10]1[CH:11]=[CH:12][C:7]([C@@:2]([F:1])([CH3:6])[C:3]([N:23]([OH:24])[CH3:22])=[O:4])=[CH:8][CH:9]=1)(=[O:16])=[O:15] |f:1.2|. Procedure: Following the same procedure described for 4 and starting from 2 (1.6 mmol) and N-methylhydroxylamine hydrochloride (2 mmol), after workup compound 5 was isolated as a colourless oil (0.34 g, yield 63%). [α]D=+10.5 (c=0.5; CH3OH). 1H-NMR (CDCl3) δ 7.65 (d, 2H, J=7 Hz), 7.30 (d, 2H, J=7 Hz), 2.90 (s, 3H), 1.94 (d, 3H, J=23 Hz). Reactants: NCCCCCCCCOc1ccc2ccccc2c1, CSC(=Nc1ccccc1)Nc1ccccc1. Yields the product c1ccc(N=C(NCCCCCCCCOc2ccc3ccccc3c2)Nc2ccccc2)cc1. RXN SMILES: [NH2:1][CH2:2][CH2:3][CH2:4][CH2:5][CH2:6][CH2:7][CH2:8][CH2:9][O:10][c:11]1[cH:12][c:13]2[cH:14][cH:15][cH:16][cH:17][c:18]2[cH:19][cH:20]1.[c:21]1([NH:27][C:28]([S:29][CH3:30])=[N:31][c:32]2[cH:33][cH:34][cH:35][cH:36][cH:37]2)[cH:22][cH:23][cH:24][cH:25][cH:26]1>>[NH:1]([CH2:2][CH2:3][CH2:4][CH2:5][CH2:6][CH2:7][CH2:8][CH2:9][O:10][c:11]1[cH:12][c:13]2[cH:14][cH:15][cH:16][cH:17][c:18]2[cH:19][cH:20]1)[C:28](=[N:27][c:21]1[cH:22][cH:23][cH:24][cH:25][cH:26]1)[NH:31][c:32]1[cH:33][cH:34][cH:35][cH:36][cH:37]1. Starting materials: NC=1C(=CC(=CC1)O)C (4-amino-m-cresol), ClC1=CC(=NC=C1)C(=O)NC (4-chloro-N-methylpicolinamide), C([O-])([O-])=O.[Cs+].[Cs+] (cesium carbonate). Solvent: CN1CCCC1=O (NMP), O (water). Run at temperature 75 celsius, time 12 hour. Product: NC1=C(C=C(OC2=CC(=NC=C2)C(=O)NC)C=C1)C (4-(4-amino-3-methylphenoxy)-N-methylpicolinamide). RXN SMILES: [NH2:1][C:2]1[C:3]([CH3:9])=[CH:4][C:5]([OH:8])=[CH:6][CH:7]=1.Cl[C:11]1[CH:16]=[CH:15][N:14]=[C:13]([C:17]([NH:19][CH3:20])=[O:18])[CH:12]=1.C(=O)([O-])[O-].[Cs+].[Cs+]>CN1C(=O)CCC1.O>[NH2:1][C:2]1[CH:7]=[CH:6][C:5]([O:8][C:11]2[CH:16]=[CH:15][N:14]=[C:13]([C:17]([NH:19][CH3:20])=[O:18])[CH:12]=2)=[CH:4][C:3]=1[CH3:9] |f:2.3.4|. Procedure: To the solution of 4-amino-m-cresol (125 mg, 1.01 mmol, 1.0 eq) in 1 mL of NMP was added 4-chloro-N-methylpicolinamide (189 mg, 1.11 mmol, 1.1 eq) and cesium carbonate (658 mg, 2.02 mmol, 2.0 eq) at room temperature. The reaction mixture was stirred at 75° C. for 12 hours, thereafter the mixture was diluted with water (ca. 50 mL) and aqueous layer extracted with ethyl acetate (ca. 50 mL×3). Combined organic layers were dried over sodium sulfate, filtered and condensed under reduced pressure to g... The reactants are [BH3-]C#N, [CH3], CO, Cl, C=C1c2ccccc2C(=NO)Cc2sccc21, [Na+]. The product is C=C1c2ccccc2C(NO)Cc2sccc21. As a reaction SMILES: [C:18]([BH3-:19])#[N:20].[CH3:22].[CH3:24][OH:25].[ClH:23].[N:1]([OH:2])=[C:3]1[c:4]2[c:5]([cH:14][cH:15][cH:16][cH:17]2)[C:6](=[CH2:13])[c:7]2[c:8]([s:9][cH:10][cH:11]2)[CH2:12]1.[Na+:21]>>[NH:1]([OH:2])[CH:3]1[c:4]2[c:5]([cH:14][cH:15][cH:16][cH:17]2)[C:6](=[CH2:13])[c:7]2[c:8]([s:9][cH:10][cH:11]2)[CH2:12]1. Starting materials: O=C1OC(=O)c2ccc(Br)c3cccc1c23, CCCCCCCC(N)CCCCCCC, CO, O, OCCO. Yields the product CCCCCCCC(CCCCCCC)N1C(=O)c2cccc3c(Br)ccc(c23)C1=O. Reaction SMILES: [Br:1][c:2]1[cH:3][cH:4][c:5]2[c:6]3[c:7]([cH:8][cH:9][cH:10][c:11]13)[C:12](=[O:13])[O:14][C:15]2=[O:16].[CH2:17]([CH2:18][CH2:19][CH2:20][CH2:21][CH2:22][CH3:23])[CH:24]([CH2:25][CH2:26][CH2:27][CH2:28][CH2:29][CH2:30][CH3:31])[NH2:32].[CH3:37][OH:38].[OH2:39].[OH:33][CH2:34][CH2:35][OH:36]>>[Br:1][c:2]1[cH:3][cH:4][c:5]2[c:6]3[c:7]([cH:8][cH:9][cH:10][c:11]13)[C:12](=[O:14])[N:32]([CH:24]([CH2:17][CH2:18][CH2:19][CH2:20][CH2:21][CH2:22][CH3:23])[CH2:25][CH2:26][CH2:27][CH2:28][CH2:29][CH2:30][CH3:31])[C:15]2=[O:16].